From a dataset of the Open Reaction Database (ORD), a public repository of structured organic reaction records. describe an organic reaction: reactants, conditions, products, and yield Starting materials: ClC1=CC=C2C(=N1)N(C(N2CC(=C)C)=O)C (5-chloro-3-methyl-1-(2-methylprop-2-en-1-yl)-1,3-dihydro-2H-imidazo[4,5-b]pyridin-2-one), ClC(C(=O)O)(F)F.[Na] (chloro(difluoro)acetic acid sodium), C(C)(=O)OCC (ethyl acetate). The solvent is C([O-])(O)=O.[Na+] (sodium bicarbonate). Reaction conditions: temperature 200 celsius. The product is ClC1=CC=C2C(=N1)N(C(N2CC2(C(C2)(F)F)C)=O)C (5-chloro-1-[(2,2-difluoro-1-methylcyclopropyl)methyl]-3-methyl-1,3-dihydro-2H-imidazo[4,5-b]pyridin-2-one). Reaction SMILES: [Cl:1][C:2]1[N:7]=[C:6]2[N:8]([CH3:16])[C:9](=[O:15])[N:10]([CH2:11]C(C)=C)[C:5]2=[CH:4][CH:3]=1.Cl[C:18]([F:23])([F:22])[C:19](O)=O.[Na].C(O[CH2:29][CH3:30])(=O)C>C(=O)(O)[O-].[Na+]>[Cl:1][C:2]1[N:7]=[C:6]2[N:8]([CH3:16])[C:9](=[O:15])[N:10]([CH2:11][C:29]3([CH3:30])[CH2:19][C:18]3([F:23])[F:22])[C:5]2=[CH:4][CH:3]=1 |f:1.2,4.5,^1:23|. Reported procedure: 5-chloro-3-methyl-1-(2-methylprop-2-en-1-yl)-1,3-dihydro-2H-imidazo[4,5-b]pyridin-2-one (74-1) (6 g, 25.2 mmol) was added to a round bottom flask along with chloro(difluoro)acetic acid-sodium (1:1) (38.42 g, 252 mmol) this was mixed together with a spatula then heated to 200° C. for one hour. The reaction was then cooled to room temperature and suspended in ethyl acetate and sodium bicarbonate. The suspension was washed with sodium bicarbonate, brine (×5), dried over sodium sulfate, filtered, an...